This data is from the Open Reaction Database (ORD), a public repository of structured organic reaction records. The task is: describe an organic reaction: reactants, conditions, products, and yield Reactants: C(C)OC(=O)C=1C=NC=2CCCC(C2C1O)=NO (4-Hydroxy-5,6,7,8-tetrahydro-5-hydroxyimino-3-quinolinecarboxylic acid ethyl ester). The reagents and catalysts are [Zn] (zinc). Solvent: C(C)(=O)O (acetic acid). Reaction conditions: time 5 hour. The product is C(C)OC(=O)C=1C=NC=2CCCC(C2C1O)N (5-Amino-4-hydroxy-5,6,7,8-tetrahydroquinoline-3-carboxylic Acid Ethyl Ester), crude product. Reaction SMILES: [CH2:1]([O:3][C:4]([C:6]1[CH:7]=[N:8][C:9]2[CH2:10][CH2:11][CH2:12][C:13](=[N:17]O)[C:14]=2[C:15]=1[OH:16])=[O:5])[CH3:2]>C(O)(=O)C.[Zn]>[CH2:1]([O:3][C:4]([C:6]1[CH:7]=[N:8][C:9]2[CH2:10][CH2:11][CH2:12][CH:13]([NH2:17])[C:14]=2[C:15]=1[OH:16])=[O:5])[CH3:2]. Procedure: 4-Hydroxy-5,6,7,8-tetrahydro-5-hydroxyimino-3-quinolinecarboxylic acid ethyl ester (2.5 g) was suspended in 90 ml of acetic acid, and 2.6 g of zinc dust was added to the suspension with its internal temperature kept at 60° C. The resulting reaction mixture was stirred for 5 hours. After the reaction mixture was filtered to remove the insoluble matter, the filtrate was concentrated to obtain the desired compound as a crude product. This crude product was used in the succeeding Example 10 without ... Reactants: Cl.CO (HCl MeOH), C(C1=CC=CC=C1)N1CCC(CC1)NC1=CC=C(C=N1)/C=C/C(=O)NOC1OCCCC1 ((2E)-3-{6-[(1-benzyl-4-piperidyl)amino]-3-pyridyl}-N-(tetrahydro-2H-pyran-2-yloxy)acrylamide). The solvent is CO (MeOH). Reaction conditions: temperature 20 celsius, time 2 hour. Yields the product Cl.Cl.C(C1=CC=CC=C1)N1CCC(CC1)NC1=CC=C(C=N1)/C=C/C(=O)NO ((2E)-3-{6-[(1-benzyl-4-piperidyl)amino]-3-pyridyl}-N-hydroxyacrylamide dihydrochloride). As a reaction SMILES: [ClH:1].CO.[CH2:4]([N:11]1[CH2:16][CH2:15][CH:14]([NH:17][C:18]2[N:23]=[CH:22][C:21](/[CH:24]=[CH:25]/[C:26]([NH:28][O:29]C3CCCCO3)=[O:27])=[CH:20][CH:19]=2)[CH2:13][CH2:12]1)[C:5]1[CH:10]=[CH:9][CH:8]=[CH:7][CH:6]=1>CO>[ClH:1].[ClH:1].[CH2:4]([N:11]1[CH2:16][CH2:15][CH:14]([NH:17][C:18]2[N:23]=[CH:22][C:21](/[CH:24]=[CH:25]/[C:26]([NH:28][OH:29])=[O:27])=[CH:20][CH:19]=2)[CH2:13][CH2:12]1)[C:5]1[CH:6]=[CH:7][CH:8]=[CH:9][CH:10]=1 |f:0.1,4.5.6|. Procedure: A solution of 10% HCl-MeOH solution (0.5 ml) was added to a mixture of (2E)-3-{6-[(1-benzyl-4-piperidyl)amino]-3-pyridyl}-N-(tetrahydro-2H-pyran-2-yloxy)acrylamide (180 mg) in MeOH (5 ml) and stirred at 15-25° C. for 2 hours. The reaction mixture was evaporated in vacuo and the residue was triturated with small amount MeOH and acetone and the precipitate was collected by filtration to give (2E)-3-{6-[(1-benzyl-4-piperidyl)amino]-3-pyridyl}-N-hydroxyacrylamide dihydrochloride (120 mg) Yield: 90.0%. Reactants: FC(C1=NC2=C(N1C1=NC(=NC(=N1)N1CCOCC1)N(C1CCNCC1)CCCN1CCOCC1)C=CC=C2OC)F (4-[2-(difluoromethyl)-4-methoxy-1H-benzimidazol-1-yl]-6-(4-morpholinyl)-N-[3-(4-morpholinyl)propyl]-N-(4-piperidinyl)-1,3,5-triazin-2-amine), CS(=O)(=O)Cl (methane sulfonyl chloride). The product is FC(C1=NC2=C(N1C1=NC(=NC(=N1)N1CCOCC1)N(CCCN1CCOCC1)C1CCN(CC1)S(=O)(=O)C)C=CC=C2OC)F (4-[2-(difluoromethyl)-4-methoxy-1H-benzimidazol-1-yl]-N-[1-(methylsulfonyl)-4-piperidinyl]-6-(4-morpholinyl)-N-[3-(4-morpholinyl)propyl]-1,3,5-triazin-2-amine). The solvent is C(Cl)Cl (CH2Cl2). Procedure: Reaction of 4-[2-(difluoromethyl)-4-methoxy-1H-benzimidazol-1-yl]-6-(4-morpholinyl)-N-[3-(4-morpholinyl)propyl]-N-(4-piperidinyl)-1,3,5-triazin-2-amine with methane sulfonyl chloride in CH2Cl2 gave 4-[2-(difluoromethyl)-4-methoxy-1H-benzimidazol-1-yl]-N-[1-(methylsulfonyl)-4-piperidinyl]-6-(4-morpholinyl)-N-[3-(4-morpholinyl)propyl]-1,3,5-triazin-2-amine in 90% yield. RXN SMILES: [F:1][CH:2]([F:42])[C:3]1[N:7]([C:8]2[N:13]=[C:12]([N:14]3[CH2:19][CH2:18][O:17][CH2:16][CH2:15]3)[N:11]=[C:10]([N:20]([CH2:27][CH2:28][CH2:29][N:30]3[CH2:35][CH2:34][O:33][CH2:32][CH2:31]3)[CH:21]3[CH2:26][CH2:25][NH:24][CH2:23][CH2:22]3)[N:9]=2)[C:6]2[CH:36]=[CH:37][CH:38]=[C:39]([O:40][CH3:41])[C:5]=2[N:4]=1.[CH3:43][S:44](Cl)(=[O:46])=[O:45]>C(Cl)Cl>[F:42][CH:2]([F:1])[C:3]1[N:7]([C:8]2[N:13]=[C:12]([N:14]3[CH2:15][CH2:16][O:17][CH2:18][CH2:19]3)[N:11]=[C:10]([N:20]([CH:21]3[CH2:22][CH2:23][N:24]([S:44]([CH3:43])(=[O:46])=[O:45])[CH2:25][CH2:26]3)[CH2:27][CH2:28][CH2:29][N:30]3[CH2:31][CH2:32][O:33][CH2:34][CH2:35]3)[N:9]=2)[C:6]2[CH:36]=[CH:37][CH:38]=[C:39]([O:40][CH3:41])[C:5]=2[N:4]=1. Starting materials: C(C)(C)(C)OC(=O)N1[C@@H]([C@H]2CC(C[C@H]2C1)C)CNC(C(F)(F)F)=O ((1S,2S,5R)-2-[(2,2,2-trifluoro-acetylamino)-methyl]-7-methyl-3-aza-bicyclo[3.3.0]-octane-3-carboxylic acid tert.-butyl ester), C(=O)(C(F)(F)F)O (TFA). RXN SMILES: C(OC([N:8]1[CH2:15][C@H:14]2[C@H:10]([CH2:11][CH:12]([CH3:16])[CH2:13]2)[C@H:9]1[CH2:17][NH:18][C:19](=[O:24])[C:20]([F:23])([F:22])[F:21])=O)(C)(C)C.C(O)(C(F)(F)F)=O>C(Cl)Cl>[CH3:16][CH:12]1[CH2:11][C@H:10]2[C@H:14]([CH2:15][NH:8][C@@H:9]2[CH2:17][NH:18][C:19](=[O:24])[C:20]([F:23])([F:21])[F:22])[CH2:13]1. Reaction conditions: time 8 hour. Solvent: C(Cl)Cl (DCM). Procedure: To a cold (0° C.) solution of (1S,2S,5R)-2-[(2,2,2-trifluoro-acetylamino)-methyl]-7-methyl-3-aza-bicyclo[3.3.0]-octane-3-carboxylic acid tert.-butyl ester (1.51 g) in DCM (13 mL) was slowly added TFA (3.31 mL, 10 eq). The reaction mixture was allowed to warm at RT and stirred overnight. Solvent and excess of TFA were removed in vacuo and the product was used for the next step without further purification. Product: CC1C[C@H]2CN[C@@H]([C@H]2C1)CNC(C(F)(F)F)=O (N-[(1S,2S,5R)-7-methyl-3-aza-bicyclo[3.3.0]oct-2-ylmethyl]-2,2,2-trifluoro-acetamide). The reactants are CC(C)(C)NO, O=Cc1ccc(OCc2ccc(F)cc2)cc1, Cc1ccc(S(=O)(=O)O)cc1, c1ccccc1. Yields the product CC(C)(C)[N+]([O-])=Cc1ccc(OCc2ccc(F)cc2)cc1. Reaction SMILES: [C:18]([CH3:19])([CH3:20])([CH3:21])[NH:22][OH:23].[F:1][c:2]1[cH:3][cH:4][c:5]([CH2:6][O:7][c:8]2[cH:9][cH:10][c:11]([CH:12]=[O:13])[cH:14][cH:15]2)[cH:16][cH:17]1.[c:24]1([CH3:25])[cH:26][cH:27][c:28]([S:29]([OH:30])(=[O:31])=[O:32])[cH:33][cH:34]1.[cH:35]1[cH:36][cH:37][cH:38][cH:39][cH:40]1>>[F:1][c:2]1[cH:3][cH:4][c:5]([CH2:6][O:7][c:8]2[cH:9][cH:10][c:11]([CH:12]=[N+:22]([C:18]([CH3:19])([CH3:20])[CH3:21])[O-:23])[cH:14][cH:15]2)[cH:16][cH:17]1.